From a dataset of the Open Reaction Database (ORD), a public repository of structured organic reaction records. describe an organic reaction: reactants, conditions, products, and yield The reactants are OCCCO, COC(=O)NC(C(=O)N1CC2(CC1C(=O)OC)OC(C)CC(C)O2)C(C)C, COC(=O)C1CC(=O)CN1C(=O)OCc1ccccc1. The product is COC(=O)C1CC2(CN1C(=O)OCc1ccccc1)OCCCO2. RXN SMILES: [CH2:21]([CH2:22][CH2:23][OH:24])[OH:25].[CH3:26][CH:27]1[CH2:28][CH:29]([CH3:30])[O:31][C:32]2([CH2:33][N:34]([C:35](=[O:36])[CH:37]([CH:38]([CH3:39])[CH3:40])[NH:41][C:42]([O:43][CH3:44])=[O:45])[CH:46]([C:47]([O:48][CH3:49])=[O:50])[CH2:51]2)[O:52]1.[O:1]=[C:2]1[CH2:3][CH:4]([C:17](=[O:18])[O:19][CH3:20])[N:5]([C:7](=[O:8])[O:9][CH2:10][c:11]2[cH:12][cH:13][cH:14][cH:15][cH:16]2)[CH2:6]1>>[O:1]1[C:2]2([CH2:3][CH:4]([C:17](=[O:18])[O:19][CH3:20])[N:5]([C:7](=[O:8])[O:9][CH2:10][c:11]3[cH:12][cH:13][cH:14][cH:15][cH:16]3)[CH2:6]2)[O:24][CH2:23][CH2:22][CH2:21]1. Starting materials: BrC=1C=C2C(C(N(C2=CC1)CCN(C(C)C)C(C)C)=O)=O (5-bromo-1-(2-diisopropylaminoethyl)isatin), C1(CCCCC1)NC(NN)=O (4-cyclohexylsemicarbazide). Product: C1(CCCCC1)NC(N\N=C/1\C(N(C2=CC=C(C=C12)Br)CCN(C(C)C)C(C)C)=O)=O ((E)-5-bromo-1-(2-diisopropylaminoethyl)isatin 3-(4-cyclohexylsemicarbazone)). The yield is 89.9%. RXN SMILES: [Br:1][C:2]1[CH:3]=[C:4]2[C:8](=[CH:9][CH:10]=1)[N:7]([CH2:11][CH2:12][N:13]([CH:17]([CH3:19])[CH3:18])[CH:14]([CH3:16])[CH3:15])[C:6](=[O:20])[C:5]2=O.[CH:22]1([NH:28][C:29](=[O:32])[NH:30][NH2:31])[CH2:27][CH2:26][CH2:25][CH2:24][CH2:23]1>>[CH:22]1([NH:28][C:29](=[O:32])[NH:30]/[N:31]=[C:5]2/[C:6](=[O:20])[N:7]([CH2:11][CH2:12][N:13]([CH:17]([CH3:19])[CH3:18])[CH:14]([CH3:16])[CH3:15])[C:8]3[C:4]/2=[CH:3][C:2]([Br:1])=[CH:10][CH:9]=3)[CH2:23][CH2:24][CH2:25][CH2:26][CH2:27]1. Procedure details: By using 5-bromo-1-(2-diisopropylaminoethyl)isatin and 4-cyclohexylsemicarbazide, a method analogous to that described in Example 16 was carried out to obtain (E)-5-bromo-1-(2-diisopropylaminoethyl)isatin 3-(4-cyclohexylsemicarbazone) having a melting point of 155°-156° C. (yield: 89.9%, recrystallizing solvent: chloroform-hexane). The reactants are C1CCOC1, C[Si](C)(C)[O-], COC(=O)c1coc(COc2cc(CNC(C)c3cccc(Cl)c3)ccc2Cl)n1, [K+]. Yields the product CC(NCc1ccc(Cl)c(OCc2nc(C(=O)O)co2)c1)c1cccc(Cl)c1. Reaction SMILES: [CH2:36]1[O:37][CH2:38][CH2:39][CH2:40]1.[CH3:30][Si:31]([CH3:32])([CH3:33])[O-:34].[Cl:1][c:2]1[c:3]([O:4][CH2:5][c:6]2[o:7][cH:8][c:9]([C:11](=[O:12])[O:13][CH3:14])[n:10]2)[cH:15][c:16]([CH2:19][NH:20][CH:21]([CH3:22])[c:23]2[cH:24][c:25]([Cl:29])[cH:26][cH:27][cH:28]2)[cH:17][cH:18]1.[K+:35]>>[Cl:1][c:2]1[c:3]([O:4][CH2:5][c:6]2[o:7][cH:8][c:9]([C:11](=[O:12])[OH:13])[n:10]2)[cH:15][c:16]([CH2:19][NH:20][CH:21]([CH3:22])[c:23]2[cH:24][c:25]([Cl:29])[cH:26][cH:27][cH:28]2)[cH:17][cH:18]1. Reactants: C(CCC)[Sn](C1=CC=CC=C1)(C1=CC=CC=C1)CCCC (dibutyl diphenyltin), II (iodine). The solvent is CO (methanol), petroleum ether, CO (methanol), CO (methanol). Reaction conditions: time 16 hour. The product is C(CCC)[Sn](C1=CC=CC=C1)(CCCC)I (Dibutylphenyltin Iodide). RXN SMILES: [CH2:1]([Sn:5](CCCC)([C:12]1C=C[CH:15]=[CH:14][CH:13]=1)[C:6]1[CH:11]=[CH:10][CH:9]=[CH:8][CH:7]=1)[CH2:2][CH2:3][CH3:4].[I:22]I>CO>[CH2:1]([Sn:5]([I:22])([CH2:12][CH2:13][CH2:14][CH3:15])[C:6]1[CH:11]=[CH:10][CH:9]=[CH:8][CH:7]=1)[CH2:2][CH2:3][CH3:4]. Procedure details: In a three-necked flask protected from light, dibutyl diphenyltin (10 g, 25.9 mmol) was solubilized in 50 mL of dry methanol. A solution of iodine (6.04 g, 23.76 mmol) in methanol was then added slowly. After stirring at room temperature for 16 hours, methanol was eliminated under vacuum. The residue was dissolved in petroleum ether and washed with a saturated aqueous solution of sodium thiosulphate. Organic layers were washed with a saturated sodium chloride solution and dried over MgSO4. Solve... Starting materials: [BH4-].[Na+] (sodium borohydride), FC1=C(C=CC=C1)C1=CC=C(C=C1)C(CCC(=O)O)=O (4-(2'-fluoro-4-biphenylyl)-4-oxo-butyric acid). The solvent is O (water), [OH-].[K+] (potassium hydroxide), O (water). Yields the product FC1=C(C=CC=C1)C1=CC=C(C=C1)C(CCC(=O)O)O (4-(2'-Fluoro-4-biphenylyl)-4-hydroxy-butyric acid). Reaction SMILES: [F:1][C:2]1[CH:7]=[CH:6][CH:5]=[CH:4][C:3]=1[C:8]1[CH:13]=[CH:12][C:11]([C:14](=[O:20])[CH2:15][CH2:16][C:17]([OH:19])=[O:18])=[CH:10][CH:9]=1.[BH4-].[Na+]>[OH-].[K+].O>[F:1][C:2]1[CH:7]=[CH:6][CH:5]=[CH:4][C:3]=1[C:8]1[CH:13]=[CH:12][C:11]([CH:14]([OH:20])[CH2:15][CH2:16][C:17]([OH:19])=[O:18])=[CH:10][CH:9]=1 |f:1.2,3.4|. Procedure: 45.9 gm (0.169 mol) of 4-(2'-fluoro-4-biphenylyl)-4-oxo-butyric acid were dissolved in a solution of 11.2 gm of potassium hydroxide in 450 ml of water at 35° C. While stirring, a solution of 6.4 gm (0.169 mol) of sodium borohydride in water was added. After stirring for about 3 hours, the mixture was acidified and extracted with ethyl acetate. From the washed and dried organic phase, the cyclohexylamine salt was precipitated by addition of cyclohexylamine. Yield: 41 gm (65% of theory); m.p. 174°... The reactants are ClC1=C(C=O)C=CC=C1 (2-chlorobenzaldehyde), COC1=CC=C(CN2N=NN=C2)C=C1 (1-(4-methoxybenzyl)tetrazole), N,N,N'N'-tetramethylethylenediamine, C(CCC)[Li] (n-butyl lithium). Solvent: O1CCCC1 (tetrahydrofuran). Reaction conditions: time 30 minute. Product: ClC1=C(C=CC=C1)C(O)C1=NN=NN1CC1=CC=C(C=C1)OC ((RS)-(2-Chlorophenyl)-[1-(4-methoxybenzyl)-1H-tetrazol-5-yl]methanol). Isolated yield 12.5%. RXN SMILES: [CH3:1][O:2][C:3]1[CH:14]=[CH:13][C:6]([CH2:7][N:8]2[CH:12]=[N:11][N:10]=[N:9]2)=[CH:5][CH:4]=1.C([Li])CCC.[Cl:20][C:21]1[CH:28]=[CH:27][CH:26]=[CH:25][C:22]=1[CH:23]=[O:24]>O1CCCC1>[Cl:20][C:21]1[CH:28]=[CH:27][CH:26]=[CH:25][C:22]=1[CH:23]([C:12]1[N:8]([CH2:7][C:6]2[CH:5]=[CH:4][C:3]([O:2][CH3:1])=[CH:14][CH:13]=2)[N:9]=[N:10][N:11]=1)[OH:24]. Procedure details: A solution of 1-(4-methoxybenzyl)tetrazole (6.12 g; Y. Satoh and N. Marcopulos, Tetrahedron Letters, 1995, 36, 1759-1762), and N,N,N'N'-tetramethylethylenediamine (10 ml) in dry tetrahydrofuran (10 ml) under nitrogen was cooled to -95° C. and treated dropwise with n-butyl lithium (2.5M solution in hexanes) over 15 minutes. The reaction mixture was left at -80° C. for 15 minutes when 2-chlorobenzaldehyde (4.53 g) was added dropwise over 10 minutes maintaining the reaction temperature at or below ...